describe an organic reaction: reactants, conditions, products, and yield From a dataset of the Open Reaction Database (ORD), a public repository of structured organic reaction records. The reactants are CCOC(=O)CC(=O)OCC, C1CCOC1, CC(=O)Nc1ccc(Sc2ccc(C)cc2Nc2ccnc3nc(Cl)ccc23)cc1, [H-], N#N, [Na+]. Product: CCOC(=O)C(C(=O)OCC)c1ccc2c(Nc3cc(C)ccc3Sc3ccc(NC(C)=O)cc3)ccnc2n1. RXN SMILES: [C:5]([CH2:6][C:7](=[O:8])[O:9][CH2:10][CH3:11])(=[O:12])[O:13][CH2:14][CH3:15].[CH2:46]1[O:47][CH2:48][CH2:49][CH2:50]1.[Cl:16][c:17]1[cH:18][cH:19][c:20]2[c:21]([NH:27][c:28]3[c:29]([S:35][c:36]4[cH:37][cH:38][c:39]([NH:42][C:43]([CH3:44])=[O:45])[cH:40][cH:41]4)[cH:30][cH:31][c:32]([CH3:34])[cH:33]3)[cH:22][cH:23][n:24][c:25]2[n:26]1.[H-:1].[N:3]#[N:4].[Na+:2]>>[C:5]([CH:6]([C:7](=[O:8])[O:9][CH2:10][CH3:11])[c:17]1[cH:18][cH:19][c:20]2[c:21]([NH:27][c:28]3[c:29]([S:35][c:36]4[cH:37][cH:38][c:39]([NH:42][C:43]([CH3:44])=[O:45])[cH:40][cH:41]4)[cH:30][cH:31][c:32]([CH3:34])[cH:33]3)[cH:22][cH:23][n:24][c:25]2[n:26]1)(=[O:12])[O:13][CH2:14][CH3:15]. Starting materials: C1(CC1)NC(=O)C=1C=CC(=C(C1)NC(C1=CC(=C(C=C1)OCC1=NC=CC=C1)F)=O)C (N-{5-[(cyclopropylamino)carbonyl]-2-methylphenyl}-3-fluoro-4-(pyridin-2-ylmethoxy)benzamide), CS(=O)(=O)O (methanesulfonic acid). Yields the product CS(=O)(=O)O.C1(CC1)NC(=O)C=1C=CC(=C(C1)NC(C1=CC(=C(C=C1)OCC1=NC=CC=C1)F)=O)C (N-{5-[(cyclopropylamino)carbonyl]-2-methylphenyl}-3-fluoro-4-(pyridin-2-ylmethoxy)benzamide methanesulfonate). RXN SMILES: [CH:1]1([NH:4][C:5]([C:7]2[CH:8]=[CH:9][C:10]([CH3:31])=[C:11]([NH:13][C:14](=[O:30])[C:15]3[CH:20]=[CH:19][C:18]([O:21][CH2:22][C:23]4[CH:28]=[CH:27][CH:26]=[CH:25][N:24]=4)=[C:17]([F:29])[CH:16]=3)[CH:12]=2)=[O:6])[CH2:3][CH2:2]1.[CH3:32][S:33]([OH:36])(=[O:35])=[O:34]>>[CH3:32][S:33]([OH:36])(=[O:35])=[O:34].[CH:1]1([NH:4][C:5]([C:7]2[CH:8]=[CH:9][C:10]([CH3:31])=[C:11]([NH:13][C:14](=[O:30])[C:15]3[CH:20]=[CH:19][C:18]([O:21][CH2:22][C:23]4[CH:28]=[CH:27][CH:26]=[CH:25][N:24]=4)=[C:17]([F:29])[CH:16]=3)[CH:12]=2)=[O:6])[CH2:2][CH2:3]1 |f:2.3|. Procedure: Using an analogous procedure to that described in Example 36, N-{5-[(cyclopropylamino)carbonyl]-2-methylphenyl}-3-fluoro-4-(pyridin-2-ylmethoxy)benzamide was reacted with methanesulfonic acid to give the title compound; NMR Spectrum: (DMSOd6) 0.57 (m, 2H), 0.68 (m, 2H), 2.25 (s, 3H), 2.40 (s, 3H), 2.86 (m, 1H), 5.51 (s, 2H), 7.32 (m, 1H), 7.42 (m, 1H), 7.63 (m, 1H), 7.73 (m, 1H), 7.78 (s, 1H), 7.86 (m, 3H), 8.25 (m, 1H), 8.37 (m, 1H), 8.78 (m, 1H), 9.95 (s, 1H); Mass Spectrum: M+H+ 420. Reactants: O=C(O)C=Cc1ccc(S(=O)(=O)Cl)cc1, ClCCl, Nc1ccccc1, c1ccncc1. Product: O=C(O)C=Cc1ccc(S(=O)(=O)Nc2ccccc2)cc1. RXN SMILES: [Cl:14][S:15](=[O:16])(=[O:17])[c:18]1[cH:19][cH:20][c:21]([CH:24]=[CH:25][C:26](=[O:27])[OH:28])[cH:22][cH:23]1.[Cl:29][CH2:30][Cl:31].[NH2:1][c:2]1[cH:3][cH:4][cH:5][cH:6][cH:7]1.[cH:8]1[cH:9][cH:10][n:11][cH:12][cH:13]1>>[NH:1]([c:2]1[cH:3][cH:4][cH:5][cH:6][cH:7]1)[S:15](=[O:16])(=[O:17])[c:18]1[cH:19][cH:20][c:21]([CH:24]=[CH:25][C:26](=[O:27])[OH:28])[cH:22][cH:23]1. Starting materials: BrC1=NC(=CC=C1)CO[Si](C1=CC=CC=C1)(C1=CC=CC=C1)C(C)(C)C (2-bromo-6-(tert-butyldiphenylsiloxy)methylpyridine), benzeneboric acid. Reagents/catalysts: [Pd].C1(=CC=CC=C1)P(C1=CC=CC=C1)C1=CC=CC=C1.C1(=CC=CC=C1)P(C1=CC=CC=C1)C1=CC=CC=C1.C1(=CC=CC=C1)P(C1=CC=CC=C1)C1=CC=CC=C1.C1(=CC=CC=C1)P(C1=CC=CC=C1)C1=CC=CC=C1 (tetrakis (triphenylphosphine) palladium). Solvent: C(=O)([O-])[O-].[Na+].[Na+] (Na2CO3), C1CCOC1 (THF). Yields the product O([Si](C1=CC=CC=C1)(C1=CC=CC=C1)C(C)(C)C)CC1=NC(=CC=C1)C1=CC=CC=C1 (2-(tert-Butyldiphenylsiloxy)methyl-6-phenylpyridine). As a reaction SMILES: Br[C:2]1[CH:7]=[CH:6][CH:5]=[C:4]([CH2:8][O:9][Si:10]([C:23]([CH3:26])([CH3:25])[CH3:24])([C:17]2[CH:22]=[CH:21][CH:20]=[CH:19][CH:18]=2)[C:11]2[CH:16]=[CH:15][CH:14]=[CH:13][CH:12]=2)[N:3]=1>C([O-])([O-])=O.[Na+].[Na+].C1COCC1.[Pd].C1(P(C2C=CC=CC=2)C2C=CC=CC=2)C=CC=CC=1.C1(P(C2C=CC=CC=2)C2C=CC=CC=2)C=CC=CC=1.C1(P(C2C=CC=CC=2)C2C=CC=CC=2)C=CC=CC=1.C1(P(C2C=CC=CC=2)C2C=CC=CC=2)C=CC=CC=1>[O:9]([CH2:8][C:4]1[CH:5]=[CH:6][CH:7]=[C:2]([C:11]2[CH:16]=[CH:15][CH:14]=[CH:13][CH:12]=2)[N:3]=1)[Si:10]([C:23]([CH3:26])([CH3:25])[CH3:24])([C:17]1[CH:22]=[CH:21][CH:20]=[CH:19][CH:18]=1)[C:11]1[CH:16]=[CH:15][CH:14]=[CH:13][CH:12]=1 |f:1.2.3,5.6.7.8.9|. Procedure: A mixture of 2-bromo-6-(tert-butyldiphenylsiloxy)methylpyridine (1 g; WO 94/00444), benzeneboric acid (400 mg) and tetrakis (triphenylphosphine) palladium (200 mg) in 2M Na2CO3 (25 mL) and THF (100 mL) was refluxed for 16 h. The THF was evaporated and the residue was extracted with EtOAc. The organics were dried (MgSO4), concentrated and chromatographed (silica gel; hexane/ethyl acetate (20:1)) to provide the title compound as a solid. The reactants are [K+], [K+], [K+], NC1=NC2(COC1)c1cc(O)ccc1Oc1c(F)cc(Br)cc12, CC1(C)OB(C2=CCCOC2)OC1(C)C, C1COCCO1, O, O=P([O-])([O-])[O-]. Product: NC1=NC2(COC1)c1cc(O)ccc1Oc1c(F)cc(C3=CCCOC3)cc12. RXN SMILES: [K+:6].[K+:7].[K+:8].[NH2:9][C:10]1=[N:11][C:12]2([CH2:13][O:14][CH2:15]1)[c:16]1[cH:17][c:18]([OH:31])[cH:19][cH:20][c:21]1[O:22][c:23]1[c:24]([F:30])[cH:25][c:26]([Br:29])[cH:27][c:28]12.[O:32]1[CH2:33][C:34]([B:38]2[O:39][C:40]([CH3:41])([CH3:42])[C:43]([CH3:44])([CH3:45])[O:46]2)=[CH:35][CH2:36][CH2:37]1.[O:47]1[CH2:48][CH2:49][O:50][CH2:51][CH2:52]1.[OH2:53].[P:1]([O-:2])([O-:3])([O-:4])=[O:5]>>[NH2:9][C:10]1=[N:11][C:12]2([CH2:13][O:14][CH2:15]1)[c:16]1[cH:17][c:18]([OH:31])[cH:19][cH:20][c:21]1[O:22][c:23]1[c:24]([F:30])[cH:25][c:26]([C:34]3=[CH:35][CH2:36][CH2:37][O:32][CH2:33]3)[cH:27][c:28]12. The reactants are C(C)(C)(C)OC(=O)C=1C=NN(C1SCCC)CC1=CC=C(C=C1)C(=O)OC (1-(4-Methoxycarbonyl-benzyl)-5-propylsulfanyl-1H-pyrazole-4-carboxylic acid tert-butyl ester), C(C)(C)(C)OC(=O)C=1C=NN(C1Cl)CC1=CC(=CC=C1)C(=O)OC (5-Chloro-1-(3-methoxycarbonyl-benzyl)-1H-pyrazole-4-carboxylic acid tert-butyl ester). Yields the product C(C)(C)(C)OC(=O)C=1C=NN(C1SCCC)CC1=CC(=CC=C1)C(=O)OC (1-(3-Methoxycarbonyl-benzyl)-5-propylsulfanyl-1H-pyrazole-4-carboxylic acid tert-butyl ester). RXN SMILES: [C:1]([O:5][C:6]([C:8]1[CH:9]=[N:10][N:11]([CH2:17]C2C=CC(C(OC)=O)=CC=2)[C:12]=1[S:13][CH2:14][CH2:15][CH3:16])=[O:7])([CH3:4])([CH3:3])[CH3:2].C(OC(C1C=NN(C[C:42]2[CH:47]=[CH:46][CH:45]=[C:44]([C:48]([O:50][CH3:51])=[O:49])[CH:43]=2)C=1Cl)=O)(C)(C)C>>[C:1]([O:5][C:6]([C:8]1[CH:9]=[N:10][N:11]([CH2:17][C:42]2[CH:47]=[CH:46][CH:45]=[C:44]([C:48]([O:50][CH3:51])=[O:49])[CH:43]=2)[C:12]=1[S:13][CH2:14][CH2:15][CH3:16])=[O:7])([CH3:4])([CH3:3])[CH3:2]. Procedure details: Compound prepared in an analogous manner to Intermediate #46, replacing 5-Chloro-1-(4-methoxycarbonyl-benzyl)-1H-pyrazole-4-carboxylic acid tert-butyl ester with 5-Chloro-1-(3-methoxycarbonyl-benzyl)-1H-pyrazole-4-carboxylic acid tert-butyl ester